This data is from the Open Reaction Database (ORD), a public repository of structured organic reaction records. The task is: describe an organic reaction: reactants, conditions, products, and yield The reactants are C(C)(=O)[O-].[Na+] (sodium acetate), [Cr](=O)(=O)([O-])Cl.[NH+]1=CC=CC=C1 (pyridinium chlorochromate), CC1(OCCO1)C1(CC1)CO (1-(2-methyl-1,3-dioxolan-2-yl)cyclopropanemethanol). Solvent: C(C)OCC (diethyl ether), C(Cl)Cl (methylene chloride). Conditions: time 2 hour. Yields the product CC1(OCCO1)C1(CC1)C=O (1-(2-methyl-1,3-dioxolan-2-yl)cyclopropanecarbaldehyde). Isolated yield 82.0%. RXN SMILES: [CH3:1][C:2]1([C:7]2([CH2:10][OH:11])[CH2:9][CH2:8]2)[O:6][CH2:5][CH2:4][O:3]1.C([O-])(=O)C.[Na+].[Cr](Cl)([O-])(=O)=O.[NH+]1C=CC=CC=1>C(Cl)Cl.C(OCC)C>[CH3:1][C:2]1([C:7]2([CH:10]=[O:11])[CH2:9][CH2:8]2)[O:3][CH2:4][CH2:5][O:6]1 |f:1.2,3.4|. Procedure details: 10 g of 96 in 500 ml of methylene chloride is dissolved, and 3.7 g of sodium acetate (anhydrous) and 19.3 g of pyridinium chlorochromate are added. It is now stirred for 2 hours under argon. It is diluted with 1 l of diethyl ether and then filtered on Celite. Concentration by evaporation of the solvent followed by chromatographic purification on silica gel with ethyl acetate/hexane yields 8.1 g of 1-(2-methyl-1,3-dioxolan-2-yl)cyclopropanecarbaldehyde 97 as a colorless oil. Starting materials: CO, COc1ccc(C(O)C2COC(C)(C)N2C(=O)OCc2ccccc2)cc1. The product is COc1ccc(C(O)C(CO)NC(=O)OCc2ccccc2)cc1. As a reaction SMILES: [CH3:28][OH:29].[OH:1][CH:2]([CH:3]1[N:4]([C:10](=[O:11])[O:12][CH2:13][c:14]2[cH:15][cH:16][cH:17][cH:18][cH:19]2)[C:5]([CH3:8])([CH3:9])[O:6][CH2:7]1)[c:20]1[cH:21][cH:22][c:23]([O:26][CH3:27])[cH:24][cH:25]1>>[OH:1][CH:2]([CH:3]([NH:4][C:10](=[O:11])[O:12][CH2:13][c:14]1[cH:15][cH:16][cH:17][cH:18][cH:19]1)[CH2:7][OH:6])[c:20]1[cH:21][cH:22][c:23]([O:26][CH3:27])[cH:24][cH:25]1.